Dataset: the Open Reaction Database (ORD), a public repository of structured organic reaction records. Task: describe an organic reaction: reactants, conditions, products, and yield Starting materials: [N+](=O)([O-])C=1C=C(CN2CCC3=CC(=CC=C23)C(=O)OC)C=CC1 (methyl 1-(3-nitrobenzyl)indoline-5-carboxylate). The solvent is [OH-].[Na+] (sodium hydroxide), CO (methanol). The product is [N+](=O)([O-])C=1C=C(CN2CCC3=CC(=CC=C23)C(=O)O)C=CC1 (1-(3-nitrobenzyl)indoline-5-carboxylic acid). RXN SMILES: [N+:1]([C:4]1[CH:5]=[C:6]([CH:21]=[CH:22][CH:23]=1)[CH2:7][N:8]1[C:16]2[C:11](=[CH:12][C:13]([C:17]([O:19]C)=[O:18])=[CH:14][CH:15]=2)[CH2:10][CH2:9]1)([O-:3])=[O:2]>[OH-].[Na+].CO>[N+:1]([C:4]1[CH:5]=[C:6]([CH:21]=[CH:22][CH:23]=1)[CH2:7][N:8]1[C:16]2[C:11](=[CH:12][C:13]([C:17]([OH:19])=[O:18])=[CH:14][CH:15]=2)[CH2:10][CH2:9]1)([O-:3])=[O:2] |f:1.2|. Procedure: A suspension of the methyl ester (Example 32) (5.72 g) in 2N sodium hydroxide (35 ml) and methanol (140 ml) was heated under reflux for 6 hours. The reaction mixture was cooled and concentrated in vacuo. Acidification with aqueous hydrochloric acid and filtration gave 1-(3-nitrobenzyl)indoline-5-carboxylic acid, m.p. 259°-262° C. The product is COCCOc1cc2c(Nc3ccc4[nH]ncc4c3)nc(-c3cccc(NC(=O)c4cccnc4)c3)nc2cc1OC, O=C(O)C(F)(F)F. As a reaction SMILES: [CH3:1][O:2][c:3]1[c:4]([O:45][CH2:46][CH2:47][O:48][CH3:49])[cH:5][c:6]2[c:7]([NH:28][c:29]3[cH:30][c:31]4[cH:32][n:33][n:34]([C:38]([O:39][C:40]([CH3:41])([CH3:42])[CH3:43])=[O:44])[c:35]4[cH:36][cH:37]3)[n:8][c:9](-[c:13]3[cH:14][c:15]([NH:19][C:20]([c:21]4[cH:22][n:23][cH:24][cH:25][cH:26]4)=[O:27])[cH:16][cH:17][cH:18]3)[n:10][c:11]2[cH:12]1.[Cl:57][CH2:58][Cl:59].[F:50][C:51]([C:52](=[O:53])[OH:54])([F:55])[F:56]>>[CH3:1][O:2][c:3]1[c:4]([O:45][CH2:46][CH2:47][O:48][CH3:49])[cH:5][c:6]2[c:7]([NH:28][c:29]3[cH:30][c:31]4[cH:32][n:33][nH:34][c:35]4[cH:36][cH:37]3)[n:8][c:9](-[c:13]3[cH:14][c:15]([NH:19][C:20]([c:21]4[cH:22][n:23][cH:24][cH:25][cH:26]4)=[O:27])[cH:16][cH:17][cH:18]3)[n:10][c:11]2[cH:12]1.[F:50][C:51]([C:52](=[O:53])[OH:54])([F:55])[F:56]. The reactants are COCCOc1cc2c(Nc3ccc4c(cnn4C(=O)OC(C)(C)C)c3)nc(-c3cccc(NC(=O)c4cccnc4)c3)nc2cc1OC, ClCCl, O=C(O)C(F)(F)F. The reactants are BrC=1SC(=C(C1C)Br)C (2,4-dibromo-3,5-dimethylthiophene), ice water, CCOCC (ether), [Na] (sodium), C(CCC)[Li] (n-butyl lithium). The solvent is CN(C=O)C (dimethylformamide). Run at temperature -35 celsius. Product: BrC=1C(=C(SC1C)C=O)C (4-bromo-3,5-dimethylthiophene-2-carboxaldehyde). RXN SMILES: Br[C:2]1[S:3][C:4]([CH3:9])=[C:5]([Br:8])[C:6]=1[CH3:7].C[CH2:11][O:12]CC.[Na].C([Li])CCC>CN(C)C=O>[Br:8][C:5]1[C:6]([CH3:7])=[C:2]([CH:11]=[O:12])[S:3][C:4]=1[CH3:9] |^1:14|. Procedure details: 15.0 G. of 2,4-dibromo-3,5-dimethylthiophene was dissolved in 250 ml. of anhydrous ether and cooled to -70° C. with stirring under argon. 24 Ml. of a 2.4 M sodium of n-butyl lithium was slowly added to the solution and the mixture was warmed to -35° C. for 10 minutes, and then cooled again to -70° C. 7.3 G. of dimethylformamide was added slowly to the mixture and the reaction mixture was warmed to room temperature for 14 hours. The resulting solution was poured into ice water, stirred for 20 min...